Dataset: the Open Reaction Database (ORD), a public repository of structured organic reaction records. Task: describe an organic reaction: reactants, conditions, products, and yield Reactants: B(Br)(Br)Br (boron tribromide), ClCCl (dichloromethane), N (ammonia), C(C)N(C(=O)C1=CC=C(C=C1)C(CCN1CCC(CC1)N1C(NC2=C1C=CC=C2)=O)C2=CC(=CC=C2)OC)CC (1-[3-(4-Diethylcarbamoylphenyl)-3-(3-methoxyphenyl)propyl]-4-(1,3-dihydro-2H-benzimidazol-2-on-1-yl)Piperidine), ClCCl (dichloromethane), CO (methanol). Run at time 2 hour. The product is Cl.C(C)N(C(=O)C1=CC=C(C=C1)C(CCN1CCC(CC1)N1C(NC2=C1C=CC=C2)=O)C2=CC(=CC=C2)O)CC (1-[3-(4-Diethylcarbamoylphenyl)-3-(3-hydroxyphenyl)Propyl]-4-(1,3-dihydro-2H-benzimidazol-2-on-1-yl)Piperidine Hydrochloride). Yield: 85.0%. As a reaction SMILES: [CH2:1]([N:3]([CH2:39][CH3:40])[C:4]([C:6]1[CH:11]=[CH:10][C:9]([CH:12]([C:31]2[CH:36]=[CH:35][CH:34]=[C:33]([O:37]C)[CH:32]=2)[CH2:13][CH2:14][N:15]2[CH2:20][CH2:19][CH:18]([N:21]3[C:25]4[CH:26]=[CH:27][CH:28]=[CH:29][C:24]=4[NH:23][C:22]3=[O:30])[CH2:17][CH2:16]2)=[CH:8][CH:7]=1)=[O:5])[CH3:2].B(Br)(Br)Br.CO.N.[Cl:48]CCl>>[ClH:48].[CH2:39]([N:3]([CH2:1][CH3:2])[C:4]([C:6]1[CH:7]=[CH:8][C:9]([CH:12]([C:31]2[CH:36]=[CH:35][CH:34]=[C:33]([OH:37])[CH:32]=2)[CH2:13][CH2:14][N:15]2[CH2:20][CH2:19][CH:18]([N:21]3[C:25]4[CH:26]=[CH:27][CH:28]=[CH:29][C:24]=4[NH:23][C:22]3=[O:30])[CH2:17][CH2:16]2)=[CH:10][CH:11]=1)=[O:5])[CH3:40] |f:5.6|. Reported procedure: The 1-[3-(4-diethylcarbamoylphenyl)-3-(3-methoxyphenyl)propyl]-4-(1,3-dihydro-2H-benzimidazol-2-on-1-yl)piperidine (1.196 g) obtained in Example 1 was dissolved in dichloromethane (24 ml), added with a solution of boron tribromide in dichloromethane (1.0 M, 8.8 ml) and stirred at room temperature for 2 hours. The reaction mixture was slowly added with methanol (6 ml) with ice cooling to quench the reaction and then added with 7.5 N aqueous ammonia (40 ml). The layers were separated, and the aque... Reactants: CON1C=CC2=C(C=C(C=C12)C(=O)O)OC (1,4-dimethoxy-1H-indole-6-carboxylic acid), Cl.N1N=NN=C1C=1C=C2C(CC3(CCNCC3)OC2=CC1)=O (6-(1H-tetrazol-5-yl)spiro[chroman-2,4′-piperidin]-4-one hydrochloride), CCN=C=NCCCN(C)C (WSC), C=1C=CC2=C(C1)N=NN2O (HOBT). Run in CN(C)C=O (DMF), O (water), C(C)N(CC)CC (Triethylamine), O (Water). Reaction conditions: temperature 90 celsius, time 30 minute. Product: CON1C=CC2=C(C=C(C=C12)C(=O)N1CCC2(CC1)OC1=CC=C(C=C1C(C2)=O)C2=NN=NN2)OC (1′-{[1,4-Dimethoxy-1H-indol-6-yl]carbonyl}-6-(1H-tetrazol-5-yl)spiro[chroman-2,4′-piperidin]-4-one). As a reaction SMILES: [CH3:1][O:2][N:3]1[C:11]2[C:6](=[C:7]([O:15][CH3:16])[CH:8]=[C:9]([C:12]([OH:14])=O)[CH:10]=2)[CH:5]=[CH:4]1.Cl.[NH:18]1[C:22]([C:23]2[CH:24]=[C:25]3[C:35](=[CH:36][CH:37]=2)[O:34][C:28]2([CH2:33][CH2:32][NH:31][CH2:30][CH2:29]2)[CH2:27][C:26]3=[O:38])=[N:21][N:20]=[N:19]1.CCN=C=NCCCN(C)C.C1C=CC2N(O)N=NC=2C=1>CN(C=O)C.O.C(N(CC)CC)C>[CH3:1][O:2][N:3]1[C:11]2[C:6](=[C:7]([O:15][CH3:16])[CH:8]=[C:9]([C:12]([N:31]3[CH2:32][CH2:33][C:28]4([CH2:27][C:26](=[O:38])[C:25]5[C:35](=[CH:36][CH:37]=[C:23]([C:22]6[NH:21][N:20]=[N:19][N:18]=6)[CH:24]=5)[O:34]4)[CH2:29][CH2:30]3)=[O:14])[CH:10]=2)[CH:5]=[CH:4]1 |f:1.2|. Procedure: Triethylamine (310 μl) and water (1.5 mL) were added to a solution of 1,4-dimethoxy-1H-indole-6-carboxylic acid (300 mg), 6-(1H-tetrazol-5-yl)spiro[chroman-2,4′-piperidin]-4-one hydrochloride (478 mg), WSC (311 mg) and HOBT (249 mg) in DMF (6 mL), and stirred at 90° C. for 30 minutes. Water was added thereto at room temperature, and a white precipitate was thus obtained. This was dried under reduced pressure, washed with a mixed solvent of methanol and diethyl ether, and dried again under reduce... Reactants: amide, [C@H]12COC[C@H](CN(C1)C(=O)OC(C)(C)C)N2 ((1R,5S)-tert-butyl 3-oxa-7,9-diazabicyclo[3.3.1]nonane-7-carboxylate), C1(CCCC1)N1C(=CC2=C1N=C(N=C2)NC2=NC=C(C(=O)O)C=C2)C(N(C)C)=O (6-(7-cyclopentyl-6-(dimethylcarbamoyl)-7H-pyrrolo[2,3-d]pyrimidin-2-ylamino)nicotinic acid), [Li+].[Cl-] (LiCl). The product is C1(CCCC1)N1C(=CC2=C1N=C(N=C2)NC2=NC=C(C(=O)N1[C@H]3COC[C@@H]1CN(C3)C(=O)OC(C)(C)C)C=C2)C(N(C)C)=O ((1R,5S)-tert-butyl 9-(6-(7-cyclopentyl-6-(dimethylcarbamoyl)-7H-pyrrolo[2,3-d]pyrimidin-2-ylamino)nicotinoyl)-3-oxa-7,9-diazabicyclo[3.3.1]nonane-7-carboxylate). Isolated yield 85.0%. RXN SMILES: [CH:1]1([N:6]2[C:10]3[N:11]=[C:12]([NH:15][C:16]4[CH:24]=[CH:23][C:19]([C:20](O)=[O:21])=[CH:18][N:17]=4)[N:13]=[CH:14][C:9]=3[CH:8]=[C:7]2[C:25](=[O:29])[N:26]([CH3:28])[CH3:27])[CH2:5][CH2:4][CH2:3][CH2:2]1.[Li+].[Cl-].[C@@H:32]12[NH:47][C@@H:36]([CH2:37][N:38]([C:40]([O:42][C:43]([CH3:46])([CH3:45])[CH3:44])=[O:41])[CH2:39]1)[CH2:35][O:34][CH2:33]2>>[CH:1]1([N:6]2[C:10]3[N:11]=[C:12]([NH:15][C:16]4[CH:24]=[CH:23][C:19]([C:20]([N:47]5[C@H:32]6[CH2:39][N:38]([C:40]([O:42][C:43]([CH3:44])([CH3:46])[CH3:45])=[O:41])[CH2:37][C@@H:36]5[CH2:35][O:34][CH2:33]6)=[O:21])=[CH:18][N:17]=4)[N:13]=[CH:14][C:9]=3[CH:8]=[C:7]2[C:25](=[O:29])[N:26]([CH3:27])[CH3:28])[CH2:2][CH2:3][CH2:4][CH2:5]1 |f:1.2|. Reported procedure: Following general amide formation method 2, 6-(7-cyclopentyl-6-(dimethylcarbamoyl)-7H-pyrrolo[2,3-d]pyrimidin-2-ylamino)nicotinic acid with 5 equiv LiCl and (1R,5S)-tert-butyl 3-oxa-7,9-diazabicyclo[3.3.1]nonane-7-carboxylate were combined and gave (1R,5S)-tert-butyl 9-(6-(7-cyclopentyl-6-(dimethylcarbamoyl)-7H-pyrrolo[2,3-d]pyrimidin-2-ylamino)nicotinoyl)-3-oxa-7,9-diazabicyclo[3.3.1]nonane-7-carboxylate (115 mg) in 85% yield. 1H NMR (400 MHz, CDCl3) δ ppm 8.78 (s, 1H), 8.60 (d, J=9.09 Hz, 1H),... Reactants: IC1=C(C=CC=C1)[N+](=O)[O-] (1-Iodo-2-nitrobenzene), C(C1=CN=CC=C1)(=O)NC1=CC=CC=C1 (nicotinanilide). Yields the product C1(=CC=CC=C1)N1C(=NC2=C1C=CC=C2)C=2C=NC=CC2 (1-Phenyl-2-pyridin-3-yl-1H-benzimidazole). Isolated yield 67.1%. Reaction SMILES: I[C:2]1[CH:7]=[CH:6][CH:5]=[CH:4][C:3]=1[N+:8]([O-])=O.[C:11]([NH:19][C:20]1[CH:25]=[CH:24][CH:23]=[CH:22][CH:21]=1)(=O)[C:12]1[CH:17]=[CH:16][CH:15]=[N:14][CH:13]=1>>[C:3]1([N:8]2[C:21]3[CH:22]=[CH:23][CH:24]=[CH:25][C:20]=3[N:19]=[C:11]2[C:12]2[CH:13]=[N:14][CH:15]=[CH:16][CH:17]=2)[CH:4]=[CH:5][CH:6]=[CH:7][CH:2]=1. Reported procedure: The title compound was prepared with the analogous procedure described in example 1 using 1-Iodo-2-nitrobenzene (125 mg, 0.5 mmol) and nicotinanilide (119 mg, 0.6 mmol) as starting materials to yield the title compound as brown solid (91 mg, 67%). mp 110-112° C. 1H NMR (DMSO) δ 7.26 (d, J=7.3 Hz, 1 H), 7.32-7.63 (m, 8 H), 7.86 (d, J=7.6 Hz, 1 H), 7.89 (d, J=7.8 Hz, 1 H), 8.62 (d, J=3.0 Hz, 1 H), 8.72 (br s, 1 H); 13C NMR δ 111.0, 118.7, 123.8, 124.0, 124.4, 125.4, 127.6, 129.5, 130.2, 135.2, 136... Reactants: [Si](C1=CC=CC=C1)(C1=CC=CC=C1)(C(C)(C)C)OC[C@@H]([C@H](C1=CC=CC=C1)NS(=O)C(C)(C)C)C (N-[(1R,2R)-3-{[tert-butyl(diphenyl)silyl]oxy}-2-methyl-1-phenylpropyl]-2-methylpropane-2-sulfinamide), Cl (Hydrogen chloride). The solvent is CO (methanol). Run at temperature 70 celsius, time 7 hour. Yields the product N[C@H]([C@H](CO)C)C1=CC=CC=C1 ((2R,3R)-3-Amino-2-methyl-3-phenylpropan-1-ol). Yield: 98.9%. RXN SMILES: [Si]([O:18][CH2:19][C@H:20]([CH3:35])[C@@H:21]([NH:28]S(C(C)(C)C)=O)[C:22]1[CH:27]=[CH:26][CH:25]=[CH:24][CH:23]=1)(C(C)(C)C)(C1C=CC=CC=1)C1C=CC=CC=1.Cl>CO>[NH2:28][C@@H:21]([C:22]1[CH:27]=[CH:26][CH:25]=[CH:24][CH:23]=1)[C@@H:20]([CH3:35])[CH2:19][OH:18]. Reported procedure: N-[(1R,2R)-3-{[tert-butyl(diphenyl)silyl]oxy}-2-methyl-1-phenylpropyl]-2-methylpropane-2-sulfinamide (Example 136b, 1.46 g) was stirred in methanol (10 mL) and then Hydrogen chloride (4M in dioxane) (10 mL) added. The reaction was stirred at 70° C. for 7 h and then concentrated in vacuo. The crude product was azeotroped with toluene then triturated in ether for 2 days after which the solvent was concentrated in vacuo to give the subtitle compound (0.47 g). The reactants are CC1=C(C(=O)OC)C=C(C(=C1)C)C1=NC2=C(N1)COC(C2)C (methyl 2,4-dimethyl-5-(6-methyl-3,4,6,7-tetrahydropyrano[3,4-d]imidazol-2-yl)benzoate), CC1=C(C(=O)OC)C=C(C(=C1)C)C1=NC2=C(N1)COC(C2)C (methyl 2,4-dimethyl-5-(6-methyl-3,4,6,7-tetrahydropyrano[3,4-d]imidazol-2-yl)benzoate), [OH-].[Li+] (lithium hydroxide). Solvent: CO (methanol), O (water). Reaction conditions: time 4 hour. The product is CC1=C(C(=O)O)C=C(C(=C1)C)C1=NC2=C(N1)COC(C2)C (2,4-Dimethyl-5-(6-methyl-3,4,6,7-tetrahydropyrano[3,4-d]imidazol-2-yl)benzoic acid). The yield is 63.5%. RXN SMILES: [CH3:1][C:2]1[CH:11]=[C:10]([CH3:12])[C:9]([C:13]2[NH:17][C:16]3[CH2:18][O:19][CH:20]([CH3:22])[CH2:21][C:15]=3[N:14]=2)=[CH:8][C:3]=1[C:4]([O:6]C)=[O:5].[OH-].[Li+]>CO.O>[CH3:1][C:2]1[CH:11]=[C:10]([CH3:12])[C:9]([C:13]2[NH:17][C:16]3[CH2:18][O:19][CH:20]([CH3:22])[CH2:21][C:15]=3[N:14]=2)=[CH:8][C:3]=1[C:4]([OH:6])=[O:5] |f:1.2|. Reported procedure: Into around-bottom flask, was placed a solution of methyl 2,4-dimethyl-5-(6-methyl-3,4,6,7-tetrahydropyrano[3,4-d]imidazol-2-yl)benzoate (compound 464.7, 100 mg, 0.330 mmol, 1.00 equiv) in methanol (10 mL). A solution of lithium hydroxide (76 mg, 3.17 mmol, 10.0 equiv) in water (10 mL) was added and the resulting solution was stiffed for 4 h at room temperature. The mixture was concentrated in vacuo and then aqueous HCl was added until the pH was 5-6. The mixture was adjusted to pH 5-6 with aque...